Dataset: the Open Reaction Database (ORD), a public repository of structured organic reaction records. Task: describe an organic reaction: reactants, conditions, products, and yield The reactants are aqueous solution, OS(=O)(=O)C(F)(F)F (triflic acid), C(CCC(=O)C)(=O)O (levulinic acid), C(=O)O (formic acid), C=CCC (1-butene), C=CCC (1-butene). Run at temperature 100 celsius. Product: C(CCC(=O)C)(=O)OCCCC (butyl levulinate). As a reaction SMILES: [C:1]([OH:8])(=[O:7])[CH2:2][CH2:3][C:4]([CH3:6])=[O:5].C(O)=O.OS(C(F)(F)F)(=O)=O.[CH2:20]=[CH:21][CH2:22][CH3:23]>>[C:1]([O:8][CH2:20][CH2:21][CH2:22][CH3:23])(=[O:7])[CH2:2][CH2:3][C:4]([CH3:6])=[O:5]. Procedure details: A 5 cc autoclave is charged with 2 cc of an aqueous solution containing 2 mmoles of levulinic acid and 0.5 mmoles of formic acid. 2 wt. % triflic acid is added as a catalyst. The reactor is pressurized to 0.69 MPa with 1-butene and heated to 100° C. for 0.5 hours while maintaining a constant pressure of 1-butene. After cooling, the organic phase is separated. A mixture of butyl formate and butyl levulinate is formed as product. Starting materials: C(C)(=O)Cl (Acetyl chloride), NC1=C(C=C(C(=O)OCC)C=C1)[N+](=O)[O-] (ethyl 4-amino-3-nitrobenzoate), CN(C1=CC=CC=C1)C (N,N-dimethylaniline), C1(=CC=CC=C1)C (toluene). The solvent is O (Water). Reaction conditions: temperature 50 celsius, time 3 hour. Product: C(C)(=O)NC1=C(C=C(C(=O)OCC)C=C1)[N+](=O)[O-] (ethyl 4-(acetylamino)-3-nitrobenzoate). As a reaction SMILES: [C:1](Cl)(=[O:3])[CH3:2].[NH2:5][C:6]1[CH:16]=[CH:15][C:9]([C:10]([O:12][CH2:13][CH3:14])=[O:11])=[CH:8][C:7]=1[N+:17]([O-:19])=[O:18].CN(C)C1C=CC=CC=1.C1(C)C=CC=CC=1>O>[C:1]([NH:5][C:6]1[CH:16]=[CH:15][C:9]([C:10]([O:12][CH2:13][CH3:14])=[O:11])=[CH:8][C:7]=1[N+:17]([O-:19])=[O:18])(=[O:3])[CH3:2]. Procedure details: Acetyl chloride (62 ml) was added dropwise to a mixture of ethyl 4-amino-3-nitrobenzoate (142 g), N,N-dimethylaniline (110 ml), and toluene (940 ml) in an ice bath. After stirring the mixture at 50° C. for 3 hours, it was cooled. Water (142 ml) was added thereto to stop the reaction. The toluene layer was separated and the organic layer was washed with dilute hydrochloric acid and successively with water. After the organic layer was concentrated to about 1/3 volume, hexane (284 ml) was added the...